Dataset: the Open Reaction Database (ORD), a public repository of structured organic reaction records. Task: describe an organic reaction: reactants, conditions, products, and yield The reactants are COC(=O)c1cc(OCC(C)C)ccc1NC(C)=O, CO, Cl. The product is COC(=O)c1cc(OCC(C)C)ccc1N. Reaction SMILES: [C:2](=[O:3])([CH3:4])[NH:5][c:6]1[c:7]([C:8](=[O:9])[O:10][CH3:11])[cH:12][c:13]([O:16][CH2:17][CH:18]([CH3:19])[CH3:20])[cH:14][cH:15]1.[CH3:21][OH:22].[ClH:1]>>[NH2:5][c:6]1[c:7]([C:8](=[O:9])[O:10][CH3:11])[cH:12][c:13]([O:16][CH2:17][CH:18]([CH3:19])[CH3:20])[cH:14][cH:15]1.